This data is from the Open Reaction Database (ORD), a public repository of structured organic reaction records. The task is: describe an organic reaction: reactants, conditions, products, and yield Reactants: COC1=CC=C2C(CNCC2=C1)C1=CC(=C(C=C1)OC)OC (7-methoxy-4-(3,4-dimethoxyphenyl)-1,2,3,4-tetrahydroisoquinoline), Br (hydrogen bromide). Product: Br.OC1=CC=C2C(CNCC2=C1)C1=CC(=C(C=C1)O)O (7-hydroxy-4-(3,4-dihydroxyphenyl)-1,2,3,4-tetrahydroisoquinoline hydrobromide). Reaction SMILES: C[O:2][C:3]1[CH:12]=[C:11]2[C:6]([CH:7]([C:13]3[CH:18]=[CH:17][C:16]([O:19]C)=[C:15]([O:21]C)[CH:14]=3)[CH2:8][NH:9][CH2:10]2)=[CH:5][CH:4]=1.[BrH:23]>>[BrH:23].[OH:2][C:3]1[CH:12]=[C:11]2[C:6]([CH:7]([C:13]3[CH:18]=[CH:17][C:16]([OH:19])=[C:15]([OH:21])[CH:14]=3)[CH2:8][NH:9][CH2:10]2)=[CH:5][CH:4]=1 |f:2.3|. Procedure: 640 mg of 7-methoxy-4-(3,4-dimethoxyphenyl)-1,2,3,4-tetrahydroisoquinoline was dissolved in 13 ml of 48% aqueous hydrogen bromide, and the mixture was heated under reflux under an argon gas stream for 3 hours. The reaction solution was cooled, and crystals shich separated out were collected, affording 580 mg of 7-hydroxy-4-(3,4-dihydroxyphenyl)-1,2,3,4-tetrahydroisoquinoline hydrobromide. The reactants are CC1=C(N=C(S1)C1=CC=CC=C1)CCO (2-(5-methyl-2-phenyl-thiazol-4-yl)-ethanol), C1(=CC=CC=C1)P(C1=CC=CC=C1)C1=CC=CC=C1 (triphenylphosphine), N(=NC(=O)OCC)C(=O)OCC (diethyl azodicarboxylate), C(C)OC(C(CC1=C(C=C(C=C1)O)C)OCC)=O ([rac]-2-ethoxy-3-(4-hydroxy-2-methyl-phenyl)-propionic acid ethyl ester). Product: C(C)OC(C(CC1=C(C=C(C=C1)OCCC=1N=C(SC1C)C1=CC=CC=C1)C)OCC)=O ([rac]-2-ethoxy-3-{2-methyl-4-[2-(5-methyl-2-phenyl-thiazol-4-yl)-ethoxy]-phenyl}-propionic acid ethyl ester). RXN SMILES: [CH2:1]([O:3][C:4](=[O:18])[CH:5]([O:15][CH2:16][CH3:17])[CH2:6][C:7]1[CH:12]=[CH:11][C:10]([OH:13])=[CH:9][C:8]=1[CH3:14])[CH3:2].[CH3:19][C:20]1[S:24][C:23]([C:25]2[CH:30]=[CH:29][CH:28]=[CH:27][CH:26]=2)=[N:22][C:21]=1[CH2:31][CH2:32]O.C1(P(C2C=CC=CC=2)C2C=CC=CC=2)C=CC=CC=1.N(C(OCC)=O)=NC(OCC)=O>>[CH2:1]([O:3][C:4](=[O:18])[CH:5]([O:15][CH2:16][CH3:17])[CH2:6][C:7]1[CH:12]=[CH:11][C:10]([O:13][CH2:32][CH2:31][C:21]2[N:22]=[C:23]([C:25]3[CH:30]=[CH:29][CH:28]=[CH:27][CH:26]=3)[S:24][C:20]=2[CH3:19])=[CH:9][C:8]=1[CH3:14])[CH3:2]. Procedure details: In analogy to the procedure described in example 10 c], [rac]-2-ethoxy-3-(4-hydroxy-2-methyl-phenyl)-propionic acid ethyl ester (example 10 b]) was reacted with 2-(5-methyl-2-phenyl-thiazol-4-yl)-ethanol [PCT Int. Appl. (2002), WO 02/18355 A1] in the presence of triphenylphosphine and diethyl azodicarboxylate to yield [rac]-2-ethoxy-3-{2-methyl-4-[2-(5-methyl-2-phenyl-thiazol-4-yl)-ethoxy]-phenyl}-propionic acid ethyl ester as colorless oil. Reactants: [N+](=O)([O-])C=1C=C(N)C=CC1C (3-nitro-4-methyl-aniline), C(C(C)C)[Al](CC(C)C)CC(C)C (triisobutylaluminium), COC(C1=CC=C(C=C1)CN1CCN(CC1)C)=O (4-(4-methyl-piperazin-1-ylmethyl)-benzoic acid methyl ester), C(C(C)C)[Al](CC(C)C)CC(C)C (triisobutylaluminium). Run in C1(=CC=CC=C1)C (toluene), C1(=CC=CC=C1)C (toluene). Run at time 6 hour. Product: CC1=C(C=C(C=C1)NC(C1=CC=C(C=C1)CN1CCN(CC1)C)=O)[N+](=O)[O-] (N-(4-Methyl-3-nitro-phenyl)-4-(4-methyl-piperazin-1-ylmethyl)-benzamide). RXN SMILES: [N+:1]([C:4]1[CH:5]=[C:6]([CH:8]=[CH:9][C:10]=1[CH3:11])[NH2:7])([O-:3])=[O:2].C([Al](CC(C)C)CC(C)C)C(C)C.C[O:26][C:27](=O)[C:28]1[CH:33]=[CH:32][C:31]([CH2:34][N:35]2[CH2:40][CH2:39][N:38]([CH3:41])[CH2:37][CH2:36]2)=[CH:30][CH:29]=1>C1(C)C=CC=CC=1>[CH3:11][C:10]1[CH:9]=[CH:8][C:6]([NH:7][C:27](=[O:26])[C:28]2[CH:29]=[CH:30][C:31]([CH2:34][N:35]3[CH2:36][CH2:37][N:38]([CH3:41])[CH2:39][CH2:40]3)=[CH:32][CH:33]=2)=[CH:5][C:4]=1[N+:1]([O-:3])=[O:2]. Reported procedure: To a solution of 10.95 g (72 mmol) of 3-nitro-4-methyl-aniline in 80 ml of toluene is added a solution of triisobutylaluminium (28% in hexane), 66.5 ml (61 mmol) over a period of 30 min at 0° C. followed by the addition of a solution of 4-(4-methyl-piperazin-1-ylmethyl)-benzoic acid methyl ester (14.9 g, 60 mmol) in toluene (30 ml) during 1 hour at 0° C. under an atmosphere of argon. After stirring for 12 h at room temperature an other portion of triisobutylaluminium (66.5 ml (61 mmol) is added ... Starting materials: C(C)OC(CCNC(CN1CCOC2=C(C1=O)C=C(C=C2)N)=O)=O (3-[2-(7-amino-5-oxo-2,3-dihydro-5H-benzo[f][1,4]oxazepin-4-yl)-acetylamino]-propionic acid ethyl ester), C(C1=CC=CC=C1)N=C=O (benzylisocyanate). Product: C(C)OC(CCNC(CN1CCOC2=C(C1=O)C=C(C=C2)NC(=O)NCC2=CC=CC=C2)=O)=O (3-{2-[7-(3-benzyl-ureido)-5-oxo-2,3-dihydro-5H-benzo[f][1,4]oxazepin-4-yl]-acetylamino}-propionic acid ethyl ester). RXN SMILES: [CH2:1]([O:3][C:4](=[O:24])[CH2:5][CH2:6][NH:7][C:8](=[O:23])[CH2:9][N:10]1[C:16](=[O:17])[C:15]2[CH:18]=[C:19]([NH2:22])[CH:20]=[CH:21][C:14]=2[O:13][CH2:12][CH2:11]1)[CH3:2].[CH2:25]([N:32]=[C:33]=[O:34])[C:26]1[CH:31]=[CH:30][CH:29]=[CH:28][CH:27]=1>>[CH2:1]([O:3][C:4](=[O:24])[CH2:5][CH2:6][NH:7][C:8](=[O:23])[CH2:9][N:10]1[C:16](=[O:17])[C:15]2[CH:18]=[C:19]([NH:22][C:33]([NH:32][CH2:25][C:26]3[CH:31]=[CH:30][CH:29]=[CH:28][CH:27]=3)=[O:34])[CH:20]=[CH:21][C:14]=2[O:13][CH2:12][CH2:11]1)[CH3:2]. Reported procedure: Treatment of 3-[2-(7-amino-5-oxo-2,3-dihydro-5H-benzo[f][1,4]oxazepin-4-yl)-acetylamino]-propionic acid ethyl ester (0.17 g, 0.5 mmol) with benzylisocyanate as described in Example 1 d) yielded 3-{2-[7-(3-benzyl-ureido)-5-oxo-2,3-dihydro-5H-benzo[f][1,4]oxazepin-4-yl]-acetylamino}-propionic acid ethyl ester (0.2 g, 0.42 mmol): mp. 70-75° C.; MS (ISP): 469 (M+1)+. Starting materials: C(C)(C)SC1=C(C=C(C(=C1)SC(C)C)SC(C)C)SC(C)C (1,2,4,5-Tetrakis(isopropylthio)benzene), CI (methyl iodide), Na, [Na] (sodium). Run in N1=CC=CC=C1 (pyridine). Conditions: temperature 10 celsius, time 40 minute. Yields the product CSC1=C(C=C(C(=C1)SC)SC)SC (1,2,4,5-Tetrakis(methylthio)benzene). Isolated yield 65.7%. RXN SMILES: [CH:1]([S:4][C:5]1[CH:10]=[C:9]([S:11][CH:12](C)C)[C:8]([S:15][CH:16](C)C)=[CH:7][C:6]=1[S:19][CH:20](C)C)(C)C.[Na].CI>N1C=CC=CC=1>[CH3:20][S:19][C:6]1[CH:7]=[C:8]([S:15][CH3:16])[C:9]([S:11][CH3:12])=[CH:10][C:5]=1[S:4][CH3:1] |^1:22|. Reported procedure: Into a 3-neck 1 liter flask equipped with a thermometer, magnetic stirring bar, and gas inlet and outlet tubes was placed a solution of 25 g (66.72 millimoles) of the product of Example 1 in 300 ml of dry pyridine. The mixture was heated rapidly to 105°-110° C. and 8.29 g of Na pellets (360 millimoles) were added rapidly against a nitrogen flow. The reaction mixture was maintained below reflux but above 100° C. for 1 hour until all of the sodium had reacted. The mixture was then cooled to 10° C.... Starting materials: C(CCC)OC1=NC(=C2N=C(N(C2=N1)CCC1NCCCC1)OC)N (2-(butyloxy)-8-(methyloxy)-9-[2-(2-piperidinyl)ethyl]-9H-purin-6-amine), Cl (HCl), Cl (HCl). Run in O1CCOCC1 (1,4-dioxane), O1CCOCC1 (1,4-dioxane). Run at time 8 hour. Yields the product NC1=C2NC(N(C2=NC(=N1)OCCCC)CCC1NCCCC1)=O (6-Amino-2-(butyloxy)-9-[2-(2-piperidinyl)ethyl]-7,9-dihydro-8H-purin-8-one). The yield is 54.0%. RXN SMILES: [CH2:1]([O:5][C:6]1[N:14]=[C:13]2[C:9]([N:10]=[C:11]([O:23]C)[N:12]2[CH2:15][CH2:16][CH:17]2[CH2:22][CH2:21][CH2:20][CH2:19][NH:18]2)=[C:8]([NH2:25])[N:7]=1)[CH2:2][CH2:3][CH3:4].Cl>O1CCOCC1>[NH2:25][C:8]1[N:7]=[C:6]([O:5][CH2:1][CH2:2][CH2:3][CH3:4])[N:14]=[C:13]2[C:9]=1[NH:10][C:11](=[O:23])[N:12]2[CH2:15][CH2:16][CH:17]1[CH2:22][CH2:21][CH2:20][CH2:19][NH:18]1. Procedure details: The crude aqueous solution containing approx 45 mg 2-(butyloxy)-8-(methyloxy)-9-[2-(2-piperidinyl)ethyl]-9H-purin-6-amine (45 mg, 0.129 mmol) was treated with a solution of HCl in 1,4-dioxane (0.807 mL, 3.23 mmol, 4 molar solution). This was stirred at ambient temperature in a capped vial overnight to give a pale solution. A further 1 ml of 4 molar HCl solution in 1,4-dioxane was added and stirring continued over the weekend. The yellow reaction solution was evaporated to dryness under N2 in a b...